Dataset: the Open Reaction Database (ORD), a public repository of structured organic reaction records. Task: describe an organic reaction: reactants, conditions, products, and yield Reactants: FC(C=1C([C@@H]2CC[C@@]3(CC=4C=5C=NNC5C=CC4C13)C2)=O)(F)F ((8R,10aS)-6-(trifluoromethyl)-3,9,10,11-tetrahydro-8,10a-methanoazuleno[2,1-e]indazol-7(8H)-one), [BH4-].[Na+] (sodium borohydride), [Cl-].[NH4+] (ammonium chloride). The solvent is CCO (EtOH). Yields the product FC(C=1[C@@H]([C@@H]2CC[C@@]3(CC=4C=5C=NNC5C=CC4C13)C2)O)(F)F ((7R,8R,10aS)-6-(trifluoromethyl)-3,7,8,9,10,11-hexahydro-8,10a-methanoazuleno[2,1-e]indazol-7-ol). RXN SMILES: [F:1][C:2]([F:23])([F:22])[C:3]1[C:4](=[O:21])[C@H:5]2[CH2:20][C@@:8]3([C:19]=1[C:18]1[CH:17]=[CH:16][C:15]4[NH:14][N:13]=[CH:12][C:11]=4[C:10]=1[CH2:9]3)[CH2:7][CH2:6]2.[BH4-].[Na+].[Cl-].[NH4+]>CCO>[F:22][C:2]([F:1])([F:23])[C:3]1[C@H:4]([OH:21])[C@H:5]2[CH2:20][C@@:8]3([C:19]=1[C:18]1[CH:17]=[CH:16][C:15]4[NH:14][N:13]=[CH:12][C:11]=4[C:10]=1[CH2:9]3)[CH2:7][CH2:6]2 |f:1.2,3.4|. Reported procedure: To a stirring solution of (8R,10aS)-6-(trifluoromethyl)-3,9,10,11-tetrahydro-8,10a-methanoazuleno[2,1-e]indazol-7(8H)-one (14 mg, 0.044 mmol) in EtOH (1 mL) was added sodium borohydride (6.7 mg, 0.18 mmol). The reaction mixture was stirred at room temperature for 1 hour after which saturated aqueous ammonium chloride was added in portions until bubbling stopped. The reaction mixture was then diluted with dichloromethane, dried over magnesium sulfate and filtered through a small pad of silica gel... The reactants are C(C)OC(=O)C=C1CCCN(C2=C1C=CC=C2)C(C2=CC=C(C=C2)[N+](=O)[O-])=O (5-ethoxycarbonylmethylene-1-(4-nitrobenzoyl)-2,3,4,5-tetrahydro-1H-1-benzazepine), [BH4-].[Na+] (sodium borohydride). The reagents and catalysts are O.O.O.O.O.O.[Ni](Cl)Cl (nickel chloride hexahydrate). Solvent: C(Cl)(Cl)Cl (chloroform), CO (methanol), O1CCCC1 (tetrahydrofuran), CO (methanol). Run at time 30 minute. Product: NC1=CC=C(C(=O)N2CCCC(C3=C2C=CC=C3)CC(=O)OCC)C=C1 (1-(4-aminobenzoyl)-5-ethoxycarbonylmethyl-2,3,4,5-tetrahydro -1H-1-benzazepine). The yield is 80.4%. As a reaction SMILES: [CH2:1]([O:3][C:4]([CH:6]=[C:7]1[C:13]2[CH:14]=[CH:15][CH:16]=[CH:17][C:12]=2[N:11]([C:18](=[O:28])[C:19]2[CH:24]=[CH:23][C:22]([N+:25]([O-])=O)=[CH:21][CH:20]=2)[CH2:10][CH2:9][CH2:8]1)=[O:5])[CH3:2].[BH4-].[Na+]>CO.O1CCCC1.C(Cl)(Cl)Cl.O.O.O.O.O.O.[Ni](Cl)Cl>[NH2:25][C:22]1[CH:21]=[CH:20][C:19]([C:18]([N:11]2[C:12]3[CH:17]=[CH:16][CH:15]=[CH:14][C:13]=3[CH:7]([CH2:6][C:4]([O:3][CH2:1][CH3:2])=[O:5])[CH2:8][CH2:9][CH2:10]2)=[O:28])=[CH:24][CH:23]=1 |f:1.2,6.7.8.9.10.11.12|. Reported procedure: To a mixture of 5-ethoxycarbonylmethylene-1-(4-nitrobenzoyl)-2,3,4,5-tetrahydro-1H-1-benzazepine (671 mg) and nickel chloride hexahydrate (419 mg) in a mixture of methanol (25 ml) and tetrahydrofuran (25 ml) was added sodium borohydride (601 mg) in portions at 0° C. and the mixture was stirred at the same temperature for 30 minutes. The solution was filtered through a bed of celite and the filtrate was evaporated in vacuo. The residue was dissolved in chloroform and the solution was washed with ... Starting materials: COC(=O)C1=C(C=NC=C1)C1CCN(CC1)C(=O)OC(C)(C)C (3′,4′,5′,6′-tetrahydro-2′H-[3,4′]bipyridinyl-4,1′-dicarboxylic acid 1′-t-butyl ester 4-methyl ester), [H-].[H-].[H-].[H-].[Li+].[Al+3] (LiAlH4). The solvent is C1CCOC1 (THF), C1CCOC1 (THF). Conditions: temperature 0 celsius, time 10 minute. Yields the product C(C)(C)(C)OC(=O)N1CCC(CC1)C=1C=NC=CC1CO (4-Hydroxymethyl-3′,4′,5′,6′-tetrahydro-2′H-[3,4]-bipyridinyl-1′-carboxylic Acid t-Butyl Ester). Yield: 75.1%. Reaction SMILES: C[O:2][C:3]([C:5]1[CH:10]=[CH:9][N:8]=[CH:7][C:6]=1[CH:11]1[CH2:16][CH2:15][N:14]([C:17]([O:19][C:20]([CH3:23])([CH3:22])[CH3:21])=[O:18])[CH2:13][CH2:12]1)=O.[H-].[H-].[H-].[H-].[Li+].[Al+3]>C1COCC1>[C:20]([O:19][C:17]([N:14]1[CH2:15][CH2:16][CH:11]([C:6]2[CH:7]=[N:8][CH:9]=[CH:10][C:5]=2[CH2:3][OH:2])[CH2:12][CH2:13]1)=[O:18])([CH3:23])([CH3:21])[CH3:22] |f:1.2.3.4.5.6|. Procedure details: A solution of 3′,4′,5′,6′-tetrahydro-2′H-[3,4′]bipyridinyl-4,1′-dicarboxylic acid 1′-t-butyl ester 4-methyl ester (3.3 g, 8.2 mmol, 1.0 eq.) in THF (50 mL) was added dropwise to a solution of LiAlH4 (590 mg, 15.5 mmol, 1.5 eq.) in THF (50 mL) at 0° C. under nitrogen. The resulting solution was stirred for 10 minutes at 0° C. The reaction was then quenched with water (0.6 mL) and 15% NaOH (1.8 mL). The solids were filtered. The mixture was dried over anhydrous Na2SO4 and concentrated under vacuum... Run in C1CCOC1 (THF), CN(C)C=O (DMF). Reported procedure: To a suspension (40 ml) of sodium hydride (0.8 g) in THF was added dropwise a solution (30 ml) of 5-(4-(methoxymethyloxy)benzo(b)furan-2-yl)-2,3-dihydro-1,3,4-oxadiazole-2-thione (4.6 g) in DMF at room temperature, and the mixture was stirred for 40 min. To this reaction mixture was added dropwise methyl iodide at room temperature, and the mixture was further stirred for 1 hr. The reaction mixture was poured into ice water and extracted with ethyl acetate. The organic layer was washed with water... Yields the product COCOC1=CC=CC=2OC(=CC21)C2=NN=C(O2)SC (5-(4-(methoxymethyloxy)benzo(b)furan-2-yl)-2-methylthio-1,3,4-oxadiazole). RXN SMILES: [H-].[Na+].[CH3:3][O:4][CH2:5][O:6][C:7]1[C:15]2[CH:14]=[C:13]([C:16]3[O:20][C:19](=[S:21])[NH:18][N:17]=3)[O:12][C:11]=2[CH:10]=[CH:9][CH:8]=1.[CH3:22]I>C1COCC1.CN(C=O)C>[CH3:3][O:4][CH2:5][O:6][C:7]1[C:15]2[CH:14]=[C:13]([C:16]3[O:20][C:19]([S:21][CH3:22])=[N:18][N:17]=3)[O:12][C:11]=2[CH:10]=[CH:9][CH:8]=1 |f:0.1|. Conditions: time 40 minute. Reactants: [H-].[Na+] (sodium hydride), COCOC1=CC=CC=2OC(=CC21)C2=NNC(O2)=S (5-(4-(methoxymethyloxy)benzo(b)furan-2-yl)-2,3-dihydro-1,3,4-oxadiazole-2-thione), ice water, CI (methyl iodide). Reactants: CCO, CC(C)c1[nH]nc(C(N)=O)c1[N+](=O)[O-]. Product: CC(C)c1[nH]nc(C(N)=O)c1N. RXN SMILES: [CH3:15][CH2:16][OH:17].[CH:1]([CH3:2])([CH3:3])[c:4]1[c:5]([N+:12]([O-:13])=[O:14])[c:6]([C:9](=[O:10])[NH2:11])[n:7][nH:8]1>>[CH:1]([CH3:2])([CH3:3])[c:4]1[c:5]([NH2:12])[c:6]([C:9](=[O:10])[NH2:11])[n:7][nH:8]1. Starting materials: CC#CCOc1ccc(S(=O)(=O)Cl)cc1, CCOC(=O)C1CN(C(=O)N2CCOCC2)CCN1, O, c1ccncc1. Yields the product CC#CCOc1ccc(S(=O)(=O)N2CCN(C(=O)N3CCOCC3)CC2C(=O)OCC)cc1. RXN SMILES: [CH2:20]([C:21]#[C:22][CH3:23])[O:24][c:25]1[cH:26][cH:27][c:28]([S:31](=[O:32])(=[O:33])[Cl:34])[cH:29][cH:30]1.[O:1]1[CH2:2][CH2:3][N:4]([C:7](=[O:8])[N:9]2[CH2:10][CH:11]([C:15](=[O:16])[O:17][CH2:18][CH3:19])[NH:12][CH2:13][CH2:14]2)[CH2:5][CH2:6]1.[OH2:35].[cH:36]1[cH:37][cH:38][n:39][cH:40][cH:41]1>>[O:1]1[CH2:2][CH2:3][N:4]([C:7](=[O:8])[N:9]2[CH2:10][CH:11]([C:15](=[O:16])[O:17][CH2:18][CH3:19])[N:12]([S:31]([c:28]3[cH:27][cH:26][c:25]([O:24][CH2:20][C:21]#[C:22][CH3:23])[cH:30][cH:29]3)(=[O:32])=[O:33])[CH2:13][CH2:14]2)[CH2:5][CH2:6]1. The reactants are C(C)(C)(C)OC(=O)N1CCC(CC1)OC1=CC=NC2=CC=C(C=C12)\C=C/1\C(N=C(S1)N)=O (4-{6-[2-amino-4-oxo-4H-thiazol-(5Z)-ylidenemethyl]-quinolin-4-yloxy}-piperidine-1-carboxylic acid tert-butyl ester), Cl (hydrogen chloride). The solvent is ClCCl (dichloromethane). The product is NC=1S\C(\C(N1)=O)=C/C=1C=C2C(=CC=NC2=CC1)OC1CCNCC1 (2-Amino-5-[1-[4-(piperidin-4-yloxy)-quinolin-6-yl]-meth-(Z)-ylidene]-thiazol-4-one). RXN SMILES: C(OC([N:8]1[CH2:13][CH2:12][CH:11]([O:14][C:15]2[C:24]3[C:19](=[CH:20][CH:21]=[C:22](/[CH:25]=[C:26]4/[C:27](=[O:32])[N:28]=[C:29]([NH2:31])[S:30]/4)[CH:23]=3)[N:18]=[CH:17][CH:16]=2)[CH2:10][CH2:9]1)=O)(C)(C)C.Cl>ClCCl>[NH2:31][C:29]1[S:30]/[C:26](=[CH:25]\[C:22]2[CH:23]=[C:24]3[C:19](=[CH:20][CH:21]=2)[N:18]=[CH:17][CH:16]=[C:15]3[O:14][CH:11]2[CH2:10][CH2:9][NH:8][CH2:13][CH2:12]2)/[C:27](=[O:32])[N:28]=1. Procedure details: The suspension of 4-{6-[2-amino-4-oxo-4H-thiazol-(5Z)-ylidenemethyl]-quinolin-4-yloxy}-piperidine-1-carboxylic acid tert-butyl ester (70 mg, 0.15 mmol) in dichloromethane (1 ml) was treated with hydrogen chloride (in 1,4-dioxane, 4M, 1 ml) for 1.5 hr at room temperature. After removing the solvent, the obtained solid was treated with either. Ion exchange extraction chromatography (Cation exchanger: benenesulfonic acid, 2 g/6 ml, 1M ammonia in methanol and dichloromethane) afforded the free base ...